describe an organic reaction: reactants, conditions, products, and yield From a dataset of the Open Reaction Database (ORD), a public repository of structured organic reaction records. The reactants are ClC1=CC=C(C=C1)C(C1=C(C=C(C=C1)N1N=C(C(NC1=O)=O)C(=O)O)OC)C#N (2-[4-[(4-chlorophenyl)cyanomethyl]-3-methoxyphenyl]-2,3,4,5-tetrahydro-3,5-dioxo-1,2,4-triazine-6-carboxylic acid), SCC(=O)O (2-mercaptoacetic acid). Procedure: A mixture of 4.2 parts of 2-[4-[(4-chlorophenyl)cyanomethyl]-3-methoxyphenyl]-2,3,4,5-tetrahydro-3,5-dioxo-1,2,4-triazine-6-carboxylic acid and 13 parts of 2-mercaptoacetic acid is stirred and heated for 2 hours at 175° C. After cooling, 150 parts of water are added. The aqueous phase is decanted and the remaining oil is stirred in water. The whole is treated with sodium hydrogen carbonate. The product is extracted with a mixture of trichloromethane and methanol (90:10 by volume). The extract is... Run at temperature 175 celsius. Product: ClC1=CC=C(C=C1)C(C#N)C1=CC(=C(C=C1)N1N=CC(NC1=O)=O)OC (α-(4-chlorophenyl)-4-(4,5-dihydro-3,5-dioxo-1,2,4-triazin-2(3H)-yl)-3-methoxybenzeneacetonitrile). The solvent is O (water). As a reaction SMILES: [Cl:1][C:2]1[CH:7]=[CH:6][C:5]([CH:8]([C:28]#[N:29])[C:9]2[CH:14]=[CH:13][C:12]([N:15]3[C:20](=[O:21])[NH:19][C:18](=[O:22])[C:17](C(O)=O)=[N:16]3)=[CH:11][C:10]=2OC)=[CH:4][CH:3]=1.SC[C:32](O)=[O:33]>O>[Cl:1][C:2]1[CH:7]=[CH:6][C:5]([CH:8]([C:9]2[CH:10]=[CH:11][C:12]([N:15]3[C:20](=[O:21])[NH:19][C:18](=[O:22])[CH:17]=[N:16]3)=[C:13]([O:33][CH3:32])[CH:14]=2)[C:28]#[N:29])=[CH:4][CH:3]=1. Starting materials: COc1ccc(N)cc1, O, c1ccc(OP(Oc2ccccc2)Oc2ccccc2)cc1, OCCc1ccccc1. Yields the product COc1ccc(NCCc2ccccc2)cc1. Reaction SMILES: [CH3:10][O:11][c:12]1[cH:13][cH:14][c:15]([NH2:18])[cH:16][cH:17]1.[OH2:41].[P:19]([O:20][c:21]1[cH:22][cH:23][cH:24][cH:25][cH:26]1)([O:27][c:28]1[cH:29][cH:30][cH:31][cH:32][cH:33]1)[O:34][c:35]1[cH:36][cH:37][cH:38][cH:39][cH:40]1.[c:1]1([CH2:7][CH2:8][OH:9])[cH:2][cH:3][cH:4][cH:5][cH:6]1>>[c:1]1([CH2:7][CH2:8][NH:18][c:15]2[cH:14][cH:13][c:12]([O:11][CH3:10])[cH:17][cH:16]2)[cH:2][cH:3][cH:4][cH:5][cH:6]1. Yields the product O=[N+]([O-])c1ccc2c(Br)c[nH]c2c1. Reactants: NC(=O)CCC(=O)NBr, O=[N+]([O-])c1ccc2cc[nH]c2c1, C1CCOC1. Reaction SMILES: [Br:1][NH:2][C:3](=[O:4])[CH2:5][CH2:6][C:7]([NH2:8])=[O:9].[N+:10](=[O:11])([O-:12])[c:13]1[cH:14][cH:15][c:16]2[cH:17][cH:18][nH:19][c:20]2[cH:21]1.[O:22]1[CH2:23][CH2:24][CH2:25][CH2:26]1>>[Br:1][c:17]1[c:16]2[cH:15][cH:14][c:13]([N+:10](=[O:11])[O-:12])[cH:21][c:20]2[nH:19][cH:18]1. Starting materials: C(C)OC1N(C2=CC=CC=C2C=C1)C(=O)OCC (ethyl 2-ethoxy-1,2-dihydroquinoline-1-carboxylate), C(=O)(OC(C)(C)C)N1[C@@H](C(=O)O)CCC1 (N-Boc-D-proline), ClC1=CC=C(N)C=C1 (4-chloroaniline). The solvent is C1(=CC=CC=C1)C (toluene). Run at time 3 hour. The product is ClC1=CC=C(C=C1)NC(=O)[C@@H]1N(CCC1)C(=O)OC(C)(C)C (tert-butyl (R)-2-(4-chlorophenylcarbamoyl)pyrrolidine-1-carboxylate). As a reaction SMILES: C(OC1C=CC2C(=CC=CC=2)N1C(OCC)=O)C.[C:19]([N:26]1[CH2:33][CH2:32][CH2:31][C@@H:27]1[C:28]([OH:30])=O)([O:21][C:22]([CH3:25])([CH3:24])[CH3:23])=[O:20].[Cl:34][C:35]1[CH:41]=[CH:40][C:38]([NH2:39])=[CH:37][CH:36]=1>C1(C)C=CC=CC=1>[Cl:34][C:35]1[CH:41]=[CH:40][C:38]([NH:39][C:28]([C@H:27]2[CH2:31][CH2:32][CH2:33][N:26]2[C:19]([O:21][C:22]([CH3:23])([CH3:24])[CH3:25])=[O:20])=[O:30])=[CH:37][CH:36]=1. Procedure: 4.82 g (19.5 mmol) of ethyl 2-ethoxy-1,2-dihydroquinoline-1-carboxylate (EEDQ) are added to a suspension of 2.80 g (13.0 mmol) of N-Boc-D-proline and 1.66 g (13.0 mmol) of 4-chloroaniline in 50 ml of toluene, and the mixture is stirred at room temperature for 3 hours. The reaction mixture is filtered, and petroleum ether is added to the filtrate. The precipitate formed is filtered off and dried, giving tert-butyl (R)-2-(4-chlorophenylcarbamoyl)pyrrolidine-1-carboxylate as colourless crystals; ES...